From a dataset of the Open Reaction Database (ORD), a public repository of structured organic reaction records. describe an organic reaction: reactants, conditions, products, and yield Starting materials: O=C([O-])O, CO, O=Cc1nnc(-c2ccc(C(CC3CCOCC3)c3ccc(S(=O)(=O)C4CC4)cc3)[nH]2)s1, NCCO, [Na+]. Product: O=S(=O)(c1ccc(C(CC2CCOCC2)c2ccc(-c3nnc(CNCCO)s3)[nH]2)cc1)C1CC1. RXN SMILES: [C:37](=[O:38])([O-:39])[OH:40].[CH3:42][OH:43].[CH:1]1([S:4](=[O:5])(=[O:6])[c:7]2[cH:8][cH:9][c:10]([CH:13]([CH2:14][CH:15]3[CH2:16][CH2:17][O:18][CH2:19][CH2:20]3)[c:21]3[cH:22][cH:23][c:24](-[c:26]4[n:27][n:28][c:29]([CH:31]=[O:32])[s:30]4)[nH:25]3)[cH:11][cH:12]2)[CH2:2][CH2:3]1.[NH2:33][CH2:34][CH2:35][OH:36].[Na+:41]>>[CH:1]1([S:4](=[O:5])(=[O:6])[c:7]2[cH:8][cH:9][c:10]([CH:13]([CH2:14][CH:15]3[CH2:16][CH2:17][O:18][CH2:19][CH2:20]3)[c:21]3[cH:22][cH:23][c:24](-[c:26]4[n:27][n:28][c:29]([CH2:31][NH:33][CH2:34][CH2:35][OH:36])[s:30]4)[nH:25]3)[cH:11][cH:12]2)[CH2:2][CH2:3]1. The reactants are COc1cc([N+](=O)[O-])ccc1OC(F)(F)C(F)(F)Br, CS(C)=O, Clc1ccc(I)cc1, Cl, [Cu]. Product: COc1cc([N+](=O)[O-])ccc1OC(F)(F)C(F)(F)c1ccc(Cl)cc1. As a reaction SMILES: [Br:1][C:2]([C:3]([O:4][c:5]1[c:6]([O:14][CH3:15])[cH:7][c:8]([N+:11](=[O:12])[O-:13])[cH:9][cH:10]1)([F:16])[F:17])([F:18])[F:19].[CH3:29][S:30](=[O:31])[CH3:32].[Cl:20][c:21]1[cH:22][cH:23][c:24]([I:27])[cH:25][cH:26]1.[ClH:28].[Cu:33]>>[C:2]([C:3]([O:4][c:5]1[c:6]([O:14][CH3:15])[cH:7][c:8]([N+:11](=[O:12])[O-:13])[cH:9][cH:10]1)([F:16])[F:17])([F:18])([F:19])[c:24]1[cH:23][cH:22][c:21]([Cl:20])[cH:26][cH:25]1. The reactants are C1(=CC=CC=C1)S(=O)(=O)N1C=C(C=2C1=NC=C(C2)NC(=O)C2=C(C(=O)O)C=CC=C2)C2=CN=CS2 (2-(1-(phenylsulfonyl)-3-(thiazol-5-yl)-1H-pyrrolo[2,3-b]pyridin-5-ylcarbamoyl)benzoic acid), [OH-].[Na+] (NaOH), C(C)(=O)O (acetic acid). Solvent: CCO (EtOH). Yields the product S1C=NC=C1C1=CNC2=NC=C(C=C21)NC(=O)C2=C(C(=O)O)C=CC=C2 (2-(3-(thiazol-5-yl)-1H-pyrrolo[2,3-b]pyridin-5-ylcarbamoyl)benzoic acid). The yield is 26.6%. Reaction SMILES: C1(S([N:10]2[C:14]3=[N:15][CH:16]=[C:17]([NH:19][C:20]([C:22]4[CH:30]=[CH:29][CH:28]=[CH:27][C:23]=4[C:24]([OH:26])=[O:25])=[O:21])[CH:18]=[C:13]3[C:12]([C:31]3[S:35][CH:34]=[N:33][CH:32]=3)=[CH:11]2)(=O)=O)C=CC=CC=1.[OH-].[Na+].C(O)(=O)C>CCO>[S:35]1[C:31]([C:12]2[C:13]3[C:14](=[N:15][CH:16]=[C:17]([NH:19][C:20]([C:22]4[CH:30]=[CH:29][CH:28]=[CH:27][C:23]=4[C:24]([OH:26])=[O:25])=[O:21])[CH:18]=3)[NH:10][CH:11]=2)=[CH:32][N:33]=[CH:34]1 |f:1.2|. Procedure details: Sulfonamide 44 (20 mg, 40 μmol), 10% aqueous NaOH solution (0.36 mL, 0.9 mmol) in EtOH (1.0 mL) was refluxed for 30 min. The mixture was cooled, concentrated, treated with glacial acetic acid (0.72 mL, 12 mmol), and concentrated again. The residue was separated by LCMS (column LUNA 10 μ C18(2) 00G-4253-V0 250×50 mm) using water—MeCN (0.11% AcOH) as eluent (in gradient; flow 80 mL/min) to afford 45 (3.88 mg, 27%). 1H NMR (400 MHz; CDCl3+3 drops of CD3OD) δ 7.36 (dd, J=7.5, 2.5 Hz, 1H), 7.57 (s, 2... Reactants: Cl (hydrochloric acid), FC1=C(C=C(C=C1)F)C=1N(C2=CC=C(C=C2C1)OC)CC1=CC=CC(=N1)C(N)=NO (6-[2-(2,5-difluorophenyl)-5-methoxyindol-1-ylmethyl]pyridine-2-carboxamidoxime), N12CCCCCC2=NCCC1 (1,8-diazabicyclo[5.4.0]undec-7-ene), C(=S)(N1C=NC=C1)N1C=NC=C1 (1,1′-thiocarbonyldiimidazole). Run in C(C)#N (acetonitrile). Run at time 3 hour. Product: FC1=C(C=C(C=C1)F)C=1N(C2=CC=C(C=C2C1)OC)CC1=CC=CC(=N1)C1=NOC(N1)=S (3-{6-[2-(2,5-Difluorophenyl)-5-methoxyindol-1-ylmethyl]pyridin-2-yl}-4,5-dihydro-1,2,4-oxadiazol-5-thione). Yield: 100.7%. RXN SMILES: [F:1][C:2]1[CH:7]=[CH:6][C:5]([F:8])=[CH:4][C:3]=1[C:9]1[N:10]([CH2:20][C:21]2[N:26]=[C:25]([C:27](=[N:29][OH:30])[NH2:28])[CH:24]=[CH:23][CH:22]=2)[C:11]2[C:16]([CH:17]=1)=[CH:15][C:14]([O:18][CH3:19])=[CH:13][CH:12]=2.[C:31](N1C=CN=C1)(N1C=CN=C1)=[S:32].N12CCCN=C1CCCCC2.Cl>C(#N)C>[F:1][C:2]1[CH:7]=[CH:6][C:5]([F:8])=[CH:4][C:3]=1[C:9]1[N:10]([CH2:20][C:21]2[N:26]=[C:25]([C:27]3[NH:28][C:31](=[S:32])[O:30][N:29]=3)[CH:24]=[CH:23][CH:22]=2)[C:11]2[C:16]([CH:17]=1)=[CH:15][C:14]([O:18][CH3:19])=[CH:13][CH:12]=2. Procedure: To a suspension of 6-[2-(2,5-difluorophenyl)-5-methoxyindol-1-ylmethyl]pyridine-2-carboxamidoxime (63 mg) in acetonitrile (1.54 mL) were successively added 1,1′-thiocarbonyldiimidazole (41 mg) and 1,8-diazabicyclo[5.4.0]undec-7-ene (0.092 mL), followed by stirring at room temperature for 3 hours. To the reaction mixture was added 1 mol/L hydrochloric acid, followed by extraction with ethyl acetate. The organic layer was washed with 1 mol/L hydrochloric acid, saturated aqueous sodium hydrogen car... Starting materials: CCOCC, Cl, [Na+], CN(C)C(CCc1ccccc1)C1CCC2(CC1)OCCO2, [OH-], O. Yields the product CN(C)C(CCc1ccccc1)C1CCC(=O)CC1. Reaction SMILES: [CH3:24][CH2:25][O:26][CH2:27][CH3:28].[ClH:23].[Na+:30].[O:1]1[CH2:3][CH2:2][O:4][C:5]12[CH2:6][CH2:7][CH:8]([CH:11]([CH2:12][CH2:13][c:14]1[cH:15][cH:16][cH:17][cH:18][cH:19]1)[N:20]([CH3:21])[CH3:22])[CH2:9][CH2:10]2.[OH-:29].[OH2:31]>>[O:4]=[C:5]1[CH2:6][CH2:7][CH:8]([CH:11]([CH2:12][CH2:13][c:14]2[cH:15][cH:16][cH:17][cH:18][cH:19]2)[N:20]([CH3:21])[CH3:22])[CH2:9][CH2:10]1. Starting materials: m- and p-DHP, [OH-].[Na+] (sodium hydroxide), C1CC=COC1.OOO.C(C)(C)C1=CC(=CC=C1)C(C)C (DHP HHP), sodium salts, C1CC=COC1 (DHP), OOO.C(C)(C)C1=CC(=CC=C1)C(C)C (HHP). Conditions: temperature 80 celsius. Yields the product C1(O)=CC(O)=CC=C1 (resorcinol), C1(O)=CC=C(O)C=C1 (hydroquinone). As a reaction SMILES: [OH-:1].[Na+].[CH2:3]1[CH2:8][O:7][CH:6]=[CH:5][CH2:4]1.OOO.[CH:12]([C:15]1[CH:20]=[CH:19][CH:18]=[C:17](C(C)C)[CH:16]=1)(C)C.C1C[O:28]C=CC1.OOO.C(C1C=CC=C(C(C)C)C=1)(C)C>>[C:8]1([CH:3]=[CH:4][CH:5]=[C:6]([OH:7])[CH:12]=1)[OH:1].[C:20]1([CH:15]=[CH:16][C:17]([OH:28])=[CH:18][CH:19]=1)[OH:1] |f:0.1,2.3.4,6.7|. Reported procedure: One commercial process, believed to be practiced by the Sumitomo Chemical Company, Ltd. is described in part by Suda et al. U.S. Pat. No. 3,953,521, British Patent Specification No. 921,557, Suda et al. U.S. Pat. No. 3,950,431, Suda et al. U.S. Pat. No. 3,923,908, Suda et al. U.S. Pat. No. 3,928,469, and Japanese Pat. No. 61-327 and Japanese Kokai No. 58-88357. The Sumitomo process involves the continuous production of m- and p-DHP by hydroperoxidation of m- and p-DIPB in liquid phase using an a... Reactants: CS(=O)(=O)C1=CC=C(COC2=CC=3C4=C(NC3C=C2)C(CC4)CC(=O)OCC)C=C1 (ethyl 2-(7-(4-(methylsulfonyl)benzyloxy)-1,2,3,4-tetrahydrocyclopenta[b]indol-3-yl)acetate), [Li+].[OH-] (LiOH). Solvent: O1CCOCC1 (dioxane). Conditions: time 24 hour. The product is CS(=O)(=O)C1=CC=C(COC2=CC=3C4=C(NC3C=C2)C(CC4)CC(=O)O)C=C1 (2-(7-(4-(Methylsulfonyl)benzyloxy)-1,2,3,4-tetrahydrocyclopenta[b]indol-3-yl)acetic Acid). Yield: 69.2%. As a reaction SMILES: [CH3:1][S:2]([C:5]1[CH:30]=[CH:29][C:8]([CH2:9][O:10][C:11]2[CH:19]=[CH:18][C:17]3[NH:16][C:15]4[CH:20]([CH2:23][C:24]([O:26]CC)=[O:25])[CH2:21][CH2:22][C:14]=4[C:13]=3[CH:12]=2)=[CH:7][CH:6]=1)(=[O:4])=[O:3].[Li+].[OH-]>O1CCOCC1>[CH3:1][S:2]([C:5]1[CH:30]=[CH:29][C:8]([CH2:9][O:10][C:11]2[CH:19]=[CH:18][C:17]3[NH:16][C:15]4[CH:20]([CH2:23][C:24]([OH:26])=[O:25])[CH2:21][CH2:22][C:14]=4[C:13]=3[CH:12]=2)=[CH:7][CH:6]=1)(=[O:4])=[O:3] |f:1.2|. Reported procedure: To the stirred solution of ethyl 2-(7-(4-(methylsulfonyl)benzyloxy)-1,2,3,4-tetrahydrocyclopenta[b]indol-3-yl)acetate (40 mg, 0.094 mmol) in dioxane was added 1M LiOH aqueous solution (0.47 mL, 0.47 mmol). The reaction mixture was stirred at room temperature for 24 h. The solvent was partly removed, diluted with water, and acidified with HCl solution. The pinkish solid was collected and dried to give the title compound (26 mg). LCMS m/z=400.4 [M+H]+. 1H NMR (400 MHz, DMSO-d6) δ 2.04-2.08 (m, 1H)... Reactants: FC1=C(C(=CC=C1)F)N1C(C=CC2=C1N=C(N=C2C=2C=C(C=CC2C)NC(=O)C2=CSC=C2)NC2CC(NC(C2)(C)C)(C)C)=O (N-(3-{8-(2,6-difluorophenyl)-7-oxo-2-[(2,2,6,6-tetramethyl-4-piperidinyl)amino]-7,8-dihydropyrido[2,3-d]pyrimidin-4-yl}-4-methylphenyl)-3-thiophenecarboxamide), Cl (hydrochloric acid). Run in CC(C)O (IPA). Conditions: temperature 60 celsius, time 3 hour. The product is Cl.FC1=C(C(=CC=C1)F)N1C(C=CC2=C1N=C(N=C2C=2C=C(C=CC2C)NC(=O)C2=CSC=C2)NC2CC(NC(C2)(C)C)(C)C)=O (N-(3-{8-(2,6-difluorophenyl)-7-oxo-2-[(2,2,6,6-tetramethyl-4-piperidinyl)amino]-7,8-dihydropyrido[2,3-d]pyrimidin-4-yl}-4-methylphenyl)-3-thiophenecarboxamide hydrochloride). As a reaction SMILES: [F:1][C:2]1[CH:7]=[CH:6][CH:5]=[C:4]([F:8])[C:3]=1[N:9]1[C:14]2[N:15]=[C:16]([NH:34][CH:35]3[CH2:40][C:39]([CH3:42])([CH3:41])[NH:38][C:37]([CH3:44])([CH3:43])[CH2:36]3)[N:17]=[C:18]([C:19]3[CH:20]=[C:21]([NH:26][C:27]([C:29]4[CH:33]=[CH:32][S:31][CH:30]=4)=[O:28])[CH:22]=[CH:23][C:24]=3[CH3:25])[C:13]=2[CH:12]=[CH:11][C:10]1=[O:45].[ClH:46]>CC(O)C>[ClH:46].[F:8][C:4]1[CH:5]=[CH:6][CH:7]=[C:2]([F:1])[C:3]=1[N:9]1[C:14]2[N:15]=[C:16]([NH:34][CH:35]3[CH2:36][C:37]([CH3:43])([CH3:44])[NH:38][C:39]([CH3:42])([CH3:41])[CH2:40]3)[N:17]=[C:18]([C:19]3[CH:20]=[C:21]([NH:26][C:27]([C:29]4[CH:33]=[CH:32][S:31][CH:30]=4)=[O:28])[CH:22]=[CH:23][C:24]=3[CH3:25])[C:13]=2[CH:12]=[CH:11][C:10]1=[O:45] |f:3.4|. Procedure details: Added IPA (5 mL) to N-(3-{8-(2,6-difluorophenyl)-7-oxo-2-[(2,2,6,6-tetramethyl-4-piperidinyl)amino]-7,8-dihydropyrido[2,3-d]pyrimidin-4-yl}-4-methylphenyl)-3-thiophenecarboxamide (196.5 mg) and heated to about 60° C. Added hydrochloric acid (1.1 eq; 1M in water), and solution mostly clarified. After a few minutes at about 60° C., crystallization had already begun, then cooled to RT. Stirred for about 3 hrs at rt, then filtered, washed with IPA, and dried to provide the title compound (160.9 mg).